From a dataset of the Open Reaction Database (ORD), a public repository of structured organic reaction records. describe an organic reaction: reactants, conditions, products, and yield The reactants are BrC1=CC=C(C=NO)C=C1 (4-bromobenzaldoxime), C(C=C)N=C=S (allylisothiocyanate). Yields the product BrC1=CC=C(C=C1)C1=NOC(C1)CN=C=S (3-(4-bromophenyl)-5-isothiocyanatomethyl-2-isoxazoline). RXN SMILES: [Br:1][C:2]1[CH:10]=[CH:9][C:5]([CH:6]=[N:7][OH:8])=[CH:4][CH:3]=1.[CH2:11]([N:14]=[C:15]=[S:16])[CH:12]=[CH2:13]>>[Br:1][C:2]1[CH:10]=[CH:9][C:5]([C:6]2[CH2:13][CH:12]([CH2:11][N:14]=[C:15]=[S:16])[O:8][N:7]=2)=[CH:4][CH:3]=1. Procedure details: A 10 g. portion of 4-bromobenzaldoxime was chlorinated and reacted with 10 g. of allylisothiocyanate to prepare 15 g. of product, m.p. 123°-125°. Reactants: C1(=CC=CC=C1)CCCCNC([C@H]1N(CCC1)C[C@H](CC(C)C)NC([C@H](CC1CCCCC1)NC(=O)OC(C)(C)C)=O)=O (1-[2-(S)-[[2-(S)-[[(1,1-dimethylethoxy)-carbonyl]amino]-1-oxo-3-cyclohexylpropyl]amino]-4-methylpentyl]-L-proline 4-phenylbutylamide), FC(C(=O)O)(F)F (trifluoroacetic acid). The solvent is ClCCl (dichloromethane). Yields the product C1(=CC=CC=C1)CCCCNC([C@H]1N(CCC1)C[C@H](CC(C)C)NC([C@H](CC1CCCCC1)N)=O)=O (1-[2-(S)-[[2-(S)-Amino-1-oxo-3-cyclohexylpropyl]amino]-4-methylpentyl]-L-proline 4-Phenylbutylamide). RXN SMILES: [C:1]1([CH2:7][CH2:8][CH2:9][CH2:10][NH:11][C:12](=[O:43])[C@@H:13]2[CH2:17][CH2:16][CH2:15][N:14]2[CH2:18][C@@H:19]([NH:24][C:25](=[O:42])[C@@H:26]([NH:34]C(OC(C)(C)C)=O)[CH2:27][CH:28]2[CH2:33][CH2:32][CH2:31][CH2:30][CH2:29]2)[CH2:20][CH:21]([CH3:23])[CH3:22])[CH:6]=[CH:5][CH:4]=[CH:3][CH:2]=1.FC(F)(F)C(O)=O>ClCCl>[C:1]1([CH2:7][CH2:8][CH2:9][CH2:10][NH:11][C:12](=[O:43])[C@@H:13]2[CH2:17][CH2:16][CH2:15][N:14]2[CH2:18][C@@H:19]([NH:24][C:25](=[O:42])[C@@H:26]([NH2:34])[CH2:27][CH:28]2[CH2:29][CH2:30][CH2:31][CH2:32][CH2:33]2)[CH2:20][CH:21]([CH3:23])[CH3:22])[CH:2]=[CH:3][CH:4]=[CH:5][CH:6]=1. Reported procedure: A solution of 1-[2-(S)-[[2-(S)-[[(1,1-dimethylethoxy)-carbonyl]amino]-1-oxo-3-cyclohexylpropyl]amino]-4-methylpentyl]-L-proline 4-phenylbutylamide (62.8 mg, 104 mmol) in dichloromethane (5 mL) was treated with trifluoroacetic acid (3.0 mL). After TLC indicated the reaction was complete, the mixture was concentrated to a residue, taken up in fresh dichloromethane (10 mL) and washed with satd. aq. NaHCO3 and dried (MgSO4). The solution was concentrated to an oil and chromatographed with acidic sil... Procedure details: Ethyl N-(6-fluoro-3-methoxyquinoxalin-2-yl)carbamate and 1-(2-chlorophenyl)piperazine were reacted by the same way with the example 85 to obtain the titled compound (yield, 87%). 1H NMR (200 MHz, CDCl3): δ 3.13-3.16 (m, 4H), 3.78-3.81 (m, 4H), 4.15 (s, 3H), 7.02-7.06 (m, 3H), 7.23-7.42 (m, 4H), 7.82-7.83 (m, 1H). Isolated yield 87.0%. Yields the product FC=1C=C2N=C(C(=NC2=CC1)NC(=O)N1CCN(CC1)C1=C(C=CC=C1)Cl)OC (1-[(6-Fluoro-3-methoxyquinoxalin-2-yl)aminocarbonyl]-4-(2-chlorophenyl)piperazine). Starting materials: FC=1C=C2N=C(C(=NC2=CC1)NC(OCC)=O)OC (Ethyl N-(6-fluoro-3-methoxyquinoxalin-2-yl)carbamate), ClC1=C(C=CC=C1)N1CCNCC1 (1-(2-chlorophenyl)piperazine). Reaction SMILES: [F:1][C:2]1[CH:3]=[C:4]2[C:9](=[CH:10][CH:11]=1)[N:8]=[C:7]([NH:12][C:13](=[O:17])OCC)[C:6]([O:18][CH3:19])=[N:5]2.[Cl:20][C:21]1[CH:26]=[CH:25][CH:24]=[CH:23][C:22]=1[N:27]1[CH2:32][CH2:31][NH:30][CH2:29][CH2:28]1>>[F:1][C:2]1[CH:3]=[C:4]2[C:9](=[CH:10][CH:11]=1)[N:8]=[C:7]([NH:12][C:13]([N:30]1[CH2:29][CH2:28][N:27]([C:22]3[CH:23]=[CH:24][CH:25]=[CH:26][C:21]=3[Cl:20])[CH2:32][CH2:31]1)=[O:17])[C:6]([O:18][CH3:19])=[N:5]2. Starting materials: CCO, Clc1cccc(C2CO2)c1, CCOC(=O)COc1cccc(C2CCCC(N)C2)c1. The product is CCOC(=O)COc1cccc(C2CCCC(NCC(O)c3cccc(Cl)c3)C2)c1. As a reaction SMILES: [CH3:31][CH2:32][OH:33].[Cl:21][c:22]1[cH:23][c:24]([CH:25]2[CH2:26][O:27]2)[cH:28][cH:29][cH:30]1.[NH2:1][CH:2]1[CH2:3][CH:4]([c:8]2[cH:9][c:10]([O:11][CH2:12][C:13](=[O:14])[O:15][CH2:16][CH3:17])[cH:18][cH:19][cH:20]2)[CH2:5][CH2:6][CH2:7]1>>[NH:1]([CH:2]1[CH2:3][CH:4]([c:8]2[cH:9][c:10]([O:11][CH2:12][C:13](=[O:14])[O:15][CH2:16][CH3:17])[cH:18][cH:19][cH:20]2)[CH2:5][CH2:6][CH2:7]1)[CH2:26][CH:25]([c:24]1[cH:23][c:22]([Cl:21])[cH:30][cH:29][cH:28]1)[OH:27]. Starting materials: CSc1ccc(Oc2ccc([N+](=O)[O-])cc2)c(C)c1, CCO, Cl, [Fe]. As a reaction SMILES: [CH3:1][S:2][c:3]1[cH:4][c:5]([CH3:19])[c:6]([O:9][c:10]2[cH:11][cH:12][c:13]([N+:16]([O-:17])=[O:18])[cH:14][cH:15]2)[cH:7][cH:8]1.[CH3:21][CH2:22][OH:23].[ClH:20].[Fe:24]>>[CH3:1][S:2][c:3]1[cH:4][c:5]([CH3:19])[c:6]([O:9][c:10]2[cH:11][cH:12][c:13]([NH2:16])[cH:14][cH:15]2)[cH:7][cH:8]1. Product: CSc1ccc(Oc2ccc(N)cc2)c(C)c1. Starting materials: O=C1c2ccccc2C(=O)N1CCCCCBr, O=C([O-])[O-], CCO, C1CCNC1, CC(C)=O, [I-], [K+], [K+], [Na+]. The product is O=C1c2ccccc2C(=O)N1CCCCCN1CCCC1. RXN SMILES: [Br:14][CH2:15][CH2:16][CH2:17][CH2:18][CH2:19][N:20]1[C:21](=[O:30])[c:22]2[c:23]([cH:26][cH:27][cH:28][cH:29]2)[C:24]1=[O:25].[C:1](=[O:2])([O-:3])[O-:4].[CH2:35]([OH:36])[CH3:37].[CH2:7]1[CH2:8][CH2:9][NH:10][CH2:11]1.[CH3:31][C:32]([CH3:33])=[O:34].[I-:13].[K+:5].[K+:6].[Na+:12]>>[CH2:7]1[CH2:8][CH2:9][N:10]([CH2:15][CH2:16][CH2:17][CH2:18][CH2:19][N:20]2[C:21](=[O:30])[c:22]3[c:23]([cH:26][cH:27][cH:28][cH:29]3)[C:24]2=[O:25])[CH2:11]1. Starting materials: ClC1=C(C=C(OC2=CC=C(C#N)C=C2)C=C1)C(F)(F)F (4-[4-chloro-3-(trifluoromethyl)phenoxy]benzonitrile), C(=O)([O-])[O-].[K+].[K+] (K2CO3), O (water), OO (hydrogen peroxide). The solvent is CS(=O)C (DMSO). Reaction conditions: time 1 hour. Product: ClC1=C(C=C(OC2=CC=C(C(=O)N)C=C2)C=C1)C(F)(F)F (4-[4-chloro-3-(trifluoromethyl)phenoxy]benzamide). Isolated yield 100.3%. Reaction SMILES: [Cl:1][C:2]1[CH:16]=[CH:15][C:5]([O:6][C:7]2[CH:14]=[CH:13][C:10]([C:11]#[N:12])=[CH:9][CH:8]=2)=[CH:4][C:3]=1[C:17]([F:20])([F:19])[F:18].C([O-])([O-])=[O:22].[K+].[K+].OO.O>CS(C)=O>[Cl:1][C:2]1[CH:16]=[CH:15][C:5]([O:6][C:7]2[CH:8]=[CH:9][C:10]([C:11]([NH2:12])=[O:22])=[CH:13][CH:14]=2)=[CH:4][C:3]=1[C:17]([F:18])([F:19])[F:20] |f:1.2.3|. Procedure details: To a solution of 4-[4-chloro-3-(trifluoromethyl)phenoxy]benzonitrile (Preparation 47, 48 g, 161 mmol) in DMSO (500 ml) was added K2CO3 (45 g, 323 mmol) followed by dropwise addition of a 30 wt % aqueous hydrogen peroxide solution (27 ml, 806 mmol) at 15° C. The reaction mixture was stirred for 1 hour at room temperature and the mixture was poured into water (500 ml) to afford a preciptate. The precipitated solid was collected by filtration, azeotroped with toluene, and dried over in vacuo to giv...